From a dataset of the Open Reaction Database (ORD), a public repository of structured organic reaction records. describe an organic reaction: reactants, conditions, products, and yield Reactants: CNC1=NNC2=CC(=CC=C12)C(=O)OC (methyl 3-(methylamino)-1H-indazole-6-carboxylate), Cl (hydrochloric acid). Solvent: O1CCOCC1 (1,4-dioxane). Conditions: temperature 100 celsius. Yields the product CNC1=NNC2=CC(=CC=C12)C(=O)O (3-(methylamino)-1H-indazole-6-carboxylic acid). Isolated yield 115.1%. RXN SMILES: [CH3:1][NH:2][C:3]1[C:11]2[C:6](=[CH:7][C:8]([C:12]([O:14]C)=[O:13])=[CH:9][CH:10]=2)[NH:5][N:4]=1.Cl>O1CCOCC1>[CH3:1][NH:2][C:3]1[C:11]2[C:6](=[CH:7][C:8]([C:12]([OH:14])=[O:13])=[CH:9][CH:10]=2)[NH:5][N:4]=1. Procedure details: To a solution of methyl 3-(methylamino)-1H-indazole-6-carboxylate (30.0 mg, 0.15 mmol) in 1,4-dioxane (0.2 mL) was added 3 N aqueous hydrochloric acid (0.2 mL, 0.6 mmol). The mixture was heated to 100° C. for 2 hours. The reaction was concentrated and dried under vacuum to give the title compound (33 mg, 99%) as a tan solid. +ESI (M+H) 192.1; 1H NMR (400 MHz, CD3OD, δ): 8.09 (s, 1H), 7.98 (dd, J=8.58, 0.78 Hz, 1H), 7.85 (dd, J=8.58, 1.37 Hz, 1H), 3.12 (s, 3H). Starting materials: CN(C=O)C (N,N-dimethylformamide), [OH-].[Na+] (sodium hydroxide), C(CCC)C=1NC(CN1)=O (2-n-Butyl-2-imidazolin-5-one), O=P(Cl)(Cl)Cl (phosphoroxychloride). Run in C(C)(=O)OCC (ethyl acetate), ClC1=CC=CC=C1 (chlorobenzene). Run at temperature 100 celsius, time 2 hour. Product: C(CCC)C=1NC(=C(N1)C=O)Cl (2-n-butyl-5-chlorimidazole-4-carbaldehyde), C(CCC)C=1NC(CN1)=O (2-n-butyl-2-imidazolin-5-one). RXN SMILES: [CH2:1]([C:5]1[NH:6][C:7](=[O:10])[CH2:8][N:9]=1)[CH2:2][CH2:3][CH3:4].O=P(Cl)(Cl)[Cl:13].CN(C)[CH:18]=[O:19].[OH-].[Na+]>ClC1C=CC=CC=1.C(OCC)(=O)C>[CH2:1]([C:5]1[NH:6][C:7]([Cl:13])=[C:8]([CH:18]=[O:19])[N:9]=1)[CH2:2][CH2:3][CH3:4].[CH2:1]([C:5]1[NH:6][C:7](=[O:10])[CH2:8][N:9]=1)[CH2:2][CH2:3][CH3:4] |f:3.4|. Procedure details: 2-n-Butyl-2-imidazolin-5-one (9.81 g, 70 mmol) was added to a solution of phosphoroxychloride (26.83 g, 175 mmol) in chlorobenzene (50 ml) at room temperature. The orange suspension was heated to 100° C. within 5 minutes, and then N,N-dimethylformamide (12.79 g, 175 mmol) was added within 3 minutes. The black mixture was kept for 2 hours at 100° C., cooled to 40° C. and poured on water (84 ml). After addition of ethyl acetate (42 ml), the mixture was stirred for 15 minutes at 26° to 28° C. and t... Reactants: ClC1=CNC2=CC(=CC=C12)C(=O)NC(COCC1CCNCC1)C1=CC=C(C=C1)F (3-chloro-N-[1-(4-fluoro-phenyl)-2-(piperidin-4-ylmethoxy)ethyl]-1H-indole-6-carboxamide), C=O (paraformaldehyde). Yields the product ClC1=CNC2=CC(=CC=C12)C(=O)NC(COCC1CCN(CC1)C)C1=CC=C(C=C1)F (3-Chloro-N-[1-(4-fluorophenyl)-2-(1-methylpiperidin-4-yl-methoxy)ethyl]-1H-indole-6-carboxamide). As a reaction SMILES: [Cl:1][C:2]1[C:10]2[C:5](=[CH:6][C:7]([C:11]([NH:13][CH:14]([C:24]3[CH:29]=[CH:28][C:27]([F:30])=[CH:26][CH:25]=3)[CH2:15][O:16][CH2:17][CH:18]3[CH2:23][CH2:22][NH:21][CH2:20][CH2:19]3)=[O:12])=[CH:8][CH:9]=2)[NH:4][CH:3]=1.[CH2:31]=O>>[Cl:1][C:2]1[C:10]2[C:5](=[CH:6][C:7]([C:11]([NH:13][CH:14]([C:24]3[CH:29]=[CH:28][C:27]([F:30])=[CH:26][CH:25]=3)[CH2:15][O:16][CH2:17][CH:18]3[CH2:23][CH2:22][N:21]([CH3:31])[CH2:20][CH2:19]3)=[O:12])=[CH:8][CH:9]=2)[NH:4][CH:3]=1. Procedure details: Using alkylation method B, 3-chloro-N-[1-(4-fluoro-phenyl)-2-(piperidin-4-ylmethoxy)ethyl]-1H-indole-6-carboxamide (373 mg, 0.87 mmol) and paraformaldehyde (520 mg, 17 mmol) afforded, after purification (SiO2: 8:2:1 hexane:EtOAc:isopropylamine), 115 mg (30%) of the title compound. Starting materials: FC(C(=O)NC1=C(C=C(C=C1C(F)(F)F)OC1=CC=C(C=C1)C=O)[N+](=O)[O-])(F)F (2,2,2-trifluoro-N-[4-[(4-formylphenyl)oxy]-2-nitro-6-(trifluoromethyl)phenyl]acetamide), C(OCC)(OCC)OCC (triethyl orthoformate), C(CO)O (ethylene glycol). The solvent is C(C)(=O)OCC (ethyl acetate). Conditions: time 1 hour. Product: O1C(OCC1)C1=CC=C(C=C1)OC1=CC2=C(NC(=N2)C(F)(F)F)C(=C1)C(F)(F)F (5-{[4-(1,3-dioxolan-2-yl)phenyl]oxy}-2,7-bis(trifluoromethyl)-1H-benzimidazole). RXN SMILES: [F:1][C:2]([F:29])([F:28])[C:3]([NH:5][C:6]1[C:11]([C:12]([F:15])([F:14])[F:13])=[CH:10][C:9]([O:16][C:17]2[CH:22]=[CH:21][C:20](C=O)=[CH:19][CH:18]=2)=[CH:8][C:7]=1[N+:25]([O-])=O)=O.[CH:30]([O:37][CH2:38][CH3:39])([O:34]CC)OCC.C(O)CO>C(OCC)(=O)C>[O:37]1[CH2:38][CH2:39][O:34][CH:30]1[C:20]1[CH:21]=[CH:22][C:17]([O:16][C:9]2[CH:10]=[C:11]([C:12]([F:15])([F:14])[F:13])[C:6]3[NH:5][C:3]([C:2]([F:29])([F:28])[F:1])=[N:25][C:7]=3[CH:8]=2)=[CH:18][CH:19]=1. Procedure details: To a mixture of 2,2,2-trifluoro-N-[4-[(4-formylphenyl)oxy]-2-nitro-6-(trifluoromethyl)phenyl]acetamide (0.65 g, 1.54 mmol), triethyl orthoformate (0.282 mL, 1.69 mmol), and ethylene glycol (0.343 mL, 6.16 mmol) was added (butyl)4NBr3 (0.007 g, 0.015 mmol). The reaction was stirred at ambient temperature for 1 hour and then diluted with ethyl acetate. The organics were washed 1×NaHCO3, 1× brine and then dried (Na2SO4), filtered and concentrated. The residue was dissolved in ethyl acetate (5 mL) a... Reactants: FB(F)F, CCOCC, COc1ccc2c(c1)CCC1C2CCC2(C)C(=O)C=C(C)C12, [Li]C, CCOCC, CCOC(C)=O, [Cl-], [Cu]I, [NH4+], C1CCOC1. Yields the product COc1ccc2c(c1)CCC1C2CCC2(C)C(=O)CC(C)(C)C12. As a reaction SMILES: [B:8]([F:9])([F:10])[F:11].[CH2:3]([O:4][CH2:5][CH3:6])[CH3:7].[CH3:12][O:13][c:14]1[cH:15][c:16]2[c:29]([cH:30][cH:31]1)[CH:28]1[CH:19]([CH2:18][CH2:17]2)[CH:20]2[C:21]([CH3:33])=[CH:22][C:23](=[O:32])[C:24]2([CH3:25])[CH2:26][CH2:27]1.[CH3:1][Li:2].[CH3:36][CH2:37][O:38][CH2:39][CH3:40].[CH3:48][CH2:49][O:50][C:51](=[O:52])[CH3:53].[Cl-:34].[Cu:46][I:47].[NH4+:35].[O:41]1[CH2:42][CH2:43][CH2:44][CH2:45]1>>[CH3:3][C:21]1([CH3:33])[CH:20]2[CH:19]3[CH2:18][CH2:17][c:16]4[cH:15][c:14]([O:13][CH3:12])[cH:31][cH:30][c:29]4[CH:28]3[CH2:27][CH2:26][C:24]2([CH3:25])[C:23](=[O:32])[CH2:22]1.